This data is from the Open Reaction Database (ORD), a public repository of structured organic reaction records. The task is: describe an organic reaction: reactants, conditions, products, and yield The reactants are C(=C)C1=CC=NC=C1 (4-vinylpyridine), CC=1NC=CN1 (2-methylimidazole), C(C)(=O)O (acetic acid), C (charcoal). Run in C(Cl)Cl (methylene dichloride). Run at temperature 130 celsius, time 8 hour. Yields the product CC=1N(C=CN1)CCC1=CC=NC=C1 (4-[2-(2-methyl-1H-imidazol-1-yl)ethyl]pyridine). As a reaction SMILES: [CH:1]([C:3]1[CH:8]=[CH:7][N:6]=[CH:5][CH:4]=1)=[CH2:2].[CH3:9][C:10]1[NH:11][CH:12]=[CH:13][N:14]=1.C(O)(=O)C.C>C(Cl)Cl>[CH3:9][C:10]1[N:11]([CH2:2][CH2:1][C:3]2[CH:8]=[CH:7][N:6]=[CH:5][CH:4]=2)[CH:12]=[CH:13][N:14]=1. Procedure details: A stirred solution containing 52.5 g (0.50 mol) of 4-vinylpyridine, 36.9 g (0.45 mol) of 2-methylimidazole and 1.1 g of glacial acetic acid was heated to an internal temperature of 130° C. under a nitrogen atmosphere, maintained at this temperature for 5 hours, and then allowed to stand overnight at room temperature. The resultant solidified mass was dissolved in 150 ml of methylene dichloride, treated with charcoal, filtered through Celite and then concentrated in vacuo. The crude residue was c... The reactants are OC1=C(C=O)C=CC(=C1)OC (2-hydroxy-4-methoxy-benzaldehyde), C(C)(=O)O (acetic acid), [H][H] (hydrogen). Reagents/catalysts: [Pd] (palladium). Solvent: C(C)O (ethanol). Reaction conditions: time 8 hour. The product is COC=1C=CC(=C(C1)O)C (5-Methoxy-2-methyl-phenol). The yield is 87.2%. As a reaction SMILES: [OH:1][C:2]1[CH:9]=[C:8]([O:10][CH3:11])[CH:7]=[CH:6][C:3]=1[CH:4]=O.C(O)(=O)C.[H][H]>C(O)C.[Pd]>[CH3:11][O:10][C:8]1[CH:7]=[CH:6][C:3]([CH3:4])=[C:2]([OH:1])[CH:9]=1. Procedure details: A solution of 2-hydroxy-4-methoxy-benzaldehyde (5.00 g, 32.86 mmol) and palladium under carbon (10%) (3.50 g, 3.28 mmol) in ethanol (32 mL) and acetic acid (3 mL) is stirred under 60 psi of hydrogen. After stirring overnight, the mixture is filtered off through Celite and washed with methanol. The mixture is concentrated under reduced pressure, and purified by flash chromatography by eluting with hexane:ethyl acetate 2:1 to afford the title compound (3.96 g, 87%). Rf=0.58 (hexane:ethyl acetate 2... The reactants are FC1=CC=C(C=C1)NC(NC1=CC=C(C=C1)C=1C=C2CN(C(C2=CC1)=O)[C@H](C(=O)OC)C(C)C)=O ((S)-Methyl 2-(5-(4-(3-(4-fluorophenyl)ureido)phenyl)-1-oxoisoindolin-2-yl)-3-methylbutanoate), NC1=CC=C(C=C1)C=1C=C2CN(C(C2=CC1)=O)[C@H](C(=O)OC)C(C)C ((S)-Methyl 2-(5-(4-aminophenyl)-1-oxoisoindolin-2-yl)-3-methylbutanoate), FC1=C(C=CC=C1)N=C=O (2-fluoro phenyl isocyanate), compound, compound. Product: FC1=C(C=CC=C1)NC(NC1=CC=C(C=C1)C=1C=C2CN(C(C2=CC1)=O)[C@H](C(=O)OC)C(C)C)=O ((S)-Methyl 2-(5-(4-(3-(2-fluorophenyl)ureido)phenyl)-1-oxoisoindolin-2-yl)-3-methylbutanoate). As a reaction SMILES: FC1C=CC([NH:8][C:9](=[O:35])[NH:10][C:11]2[CH:16]=[CH:15][C:14]([C:17]3[CH:18]=[C:19]4[C:23](=[CH:24][CH:25]=3)[C:22](=[O:26])[N:21]([C@@H:27]([CH:32]([CH3:34])[CH3:33])[C:28]([O:30][CH3:31])=[O:29])[CH2:20]4)=[CH:13][CH:12]=2)=CC=1.NC1C=CC(C2C=C3C(=CC=2)C(=O)N([C@@H](C(C)C)C(OC)=O)C3)=CC=1.[F:61][C:62]1[CH:67]=[CH:66][CH:65]=[CH:64][C:63]=1N=C=O>>[F:61][C:62]1[CH:67]=[CH:66][CH:65]=[CH:64][C:63]=1[NH:8][C:9](=[O:35])[NH:10][C:11]1[CH:16]=[CH:15][C:14]([C:17]2[CH:18]=[C:19]3[C:23](=[CH:24][CH:25]=2)[C:22](=[O:26])[N:21]([C@@H:27]([CH:32]([CH3:33])[CH3:34])[C:28]([O:30][CH3:31])=[O:29])[CH2:20]3)=[CH:13][CH:12]=1. Procedure: The compound of example 226 was prepared analogous to compound of example 224 by reaction of compound of example 223 with 2-fluoro phenyl isocyanate. The compound of example 226 was used directly without isolation for the preparation of compound of example 227. Starting materials: C(C)(C)(C)OC(N(CCCCC1=C(C(=C(C=C1)N)S(=O)(=O)C)S(=O)(=O)C)CCC1=C(NC2=CC=C(C=C12)N)C1=CC(=CC(=C1)C)C)=O ({2-[5-amino-2-(3,5-dimethylphenyl)-1H-indol-3-yl]ethyl}-[4-(4-amino(dimethanesulfonyl)phenyl)butyl]carbamic acid tert-butyl ester), N1=CC=CC=C1 (pyridine), ClC(Cl)(OC(OC(Cl)(Cl)Cl)=O)Cl (triphosgene). The solvent is C(C)N(CC)CC (triethylamine). Conditions: time 20 minute. Yields the product C(C)(C)(C)OC(N(CCCCC1=C(C(=C(C=C1)N)S(=O)(=O)C)S(=O)(=O)C)CCC1=C(NC2=CC=C(C=C12)N=C=O)C1=CC(=CC(=C1)C)C)=O ({2-[2-(3,5-dimethylphenyl)-5-isocyanato-1H-indol-3-yl]ethyl}-[4-(4-amino(dimethanesulfonyl)phenyl)butyl]carbamic acid tert-butyl ester). Yield: 243.8%. Reaction SMILES: [C:1]([O:5][C:6](=[O:47])[N:7]([CH2:27][CH2:28][C:29]1[C:37]2[C:32](=[CH:33][CH:34]=[C:35]([NH2:38])[CH:36]=2)[NH:31][C:30]=1[C:39]1[CH:44]=[C:43]([CH3:45])[CH:42]=[C:41]([CH3:46])[CH:40]=1)[CH2:8][CH2:9][CH2:10][CH2:11][C:12]1[CH:17]=[CH:16][C:15]([NH2:18])=[C:14]([S:19]([CH3:22])(=[O:21])=[O:20])[C:13]=1[S:23]([CH3:26])(=[O:25])=[O:24])([CH3:4])([CH3:3])[CH3:2].N1C=CC=CC=1.Cl[C:55](Cl)([O:57]C(=O)OC(Cl)(Cl)Cl)Cl>C(N(CC)CC)C>[C:1]([O:5][C:6](=[O:47])[N:7]([CH2:27][CH2:28][C:29]1[C:37]2[C:32](=[CH:33][CH:34]=[C:35]([N:38]=[C:55]=[O:57])[CH:36]=2)[NH:31][C:30]=1[C:39]1[CH:40]=[C:41]([CH3:46])[CH:42]=[C:43]([CH3:45])[CH:44]=1)[CH2:8][CH2:9][CH2:10][CH2:11][C:12]1[CH:17]=[CH:16][C:15]([NH2:18])=[C:14]([S:19]([CH3:22])(=[O:20])=[O:21])[C:13]=1[S:23]([CH3:26])(=[O:25])=[O:24])([CH3:3])([CH3:2])[CH3:4]. Procedure: To a solution of {2-[5-amino-2-(3,5-dimethylphenyl)-1H-indol-3-yl]ethyl}-[4-(4-amino(dimethanesulfonyl)phenyl)butyl]carbamic acid tert-butyl ester (120 mg in 8 mL dry methylene chloride) at 0° C. was added 0.040 mL pyridine followed by 18.2 mg triphosgene and the mixture stirred at low temperature. After 20 minutes, 0.025 mL triethylamine was added and after another 10 minutes the mixture was applied to a silica gel column for purification by flash chromatography (hexane:ethyl acetate, 2:3) to g... Starting materials: CC(C)NC(=O)C1CCC(NC(=O)OC(C)(C)C)CC1, ClCCl, O=C(O)C(F)(F)F. Product: CC(C)NC(=O)C1CCC(N)CC1. RXN SMILES: [C:1]([O:2][C:3](=[O:4])[NH:7][CH:8]1[CH2:9][CH2:10][CH:11]([C:14]([NH:15][CH:16]([CH3:17])[CH3:18])=[O:19])[CH2:12][CH2:13]1)([CH3:5])([CH3:6])[CH3:20].[Cl:28][CH2:29][Cl:30].[F:21][C:22]([F:23])([F:24])[C:25]([OH:26])=[O:27]>>[NH2:7][CH:8]1[CH2:9][CH2:10][CH:11]([C:14]([NH:15][CH:16]([CH3:17])[CH3:18])=[O:19])[CH2:12][CH2:13]1. The reactants are C(Br)(Br)(Br)Br (carbon tetrabromide), C1(CCCC1)C(C(=O)NC=1C(=C(C=CC1)CCC(=O)OC(C)(C)C)C)C1=CC=C(C=C1)CO (tert-butyl(+/−)-3-[3-({cyclopentyl[4-(hydroxymethyl)phenyl]acetyl}amino)-2-methylphenyl]propanoate), C1(=CC=CC=C1)P(C1=CC=CC=C1)C1=CC=CC=C1 (triphenylphosphine). Run in C1CCOC1 (THF). Reaction conditions: time 1.5 hour. Yields the product BrCC1=CC=C(C=C1)C(C(=O)NC=1C(=C(C=CC1)CCC(=O)OC(C)(C)C)C)C1CCCC1 (tert-butyl(+/−)-3-[3-({[4-(bromomethyl)phenyl](cyclopentyl)acetyl}amino)-2-methylphenyl]propanoate). RXN SMILES: [CH:1]1([CH:6]([C:26]2[CH:31]=[CH:30][C:29]([CH2:32]O)=[CH:28][CH:27]=2)[C:7]([NH:9][C:10]2[C:11]([CH3:25])=[C:12]([CH2:16][CH2:17][C:18]([O:20][C:21]([CH3:24])([CH3:23])[CH3:22])=[O:19])[CH:13]=[CH:14][CH:15]=2)=[O:8])[CH2:5][CH2:4][CH2:3][CH2:2]1.C(Br)(Br)(Br)[Br:35].C1(P(C2C=CC=CC=2)C2C=CC=CC=2)C=CC=CC=1>C1COCC1>[Br:35][CH2:32][C:29]1[CH:30]=[CH:31][C:26]([CH:6]([CH:1]2[CH2:5][CH2:4][CH2:3][CH2:2]2)[C:7]([NH:9][C:10]2[C:11]([CH3:25])=[C:12]([CH2:16][CH2:17][C:18]([O:20][C:21]([CH3:22])([CH3:24])[CH3:23])=[O:19])[CH:13]=[CH:14][CH:15]=2)=[O:8])=[CH:27][CH:28]=1. Procedure: 6.0 g (13.29 mmol) of tert-butyl(+/−)-3-[3-({cyclopentyl[4-(hydroxymethyl)phenyl]acetyl}amino)-2-methylphenyl]propanoate were dissolved in 375 ml of dry THF, and 9.25 g (27.9 mmol) of carbon tetrabromide were added. Over a period of 1.5 h, 9.06 g (34.54 mmol) of triphenylphosphine were then added in small portions. The reaction mixture was stirred at RT for 5 h, and the solid was then filtered off and the filtrate was concentrated. The residue was purified by chromatography on silica gel (mobile...